Dataset: the Open Reaction Database (ORD), a public repository of structured organic reaction records. Task: describe an organic reaction: reactants, conditions, products, and yield The reactants are C1CCOC1, COCCOCN1C(C)=C(C(=O)O)C(c2cccc([N+](=O)[O-])c2)C(C(=O)OC)=C1C, CC(C)=O, ClCCl, Cl, O. Yields the product COC(=O)C1=C(C)NC(C)=C(C(=O)O)C1c1cccc([N+](=O)[O-])c1. Reaction SMILES: [CH2:35]1[O:36][CH2:37][CH2:38][CH2:39]1.[CH3:1][O:2][CH2:3][CH2:4][O:5][CH2:6][N:7]1[C:8]([CH3:30])=[C:9]([C:26](=[O:27])[O:28][CH3:29])[CH:10]([c:17]2[cH:18][c:19]([N+:23](=[O:24])[O-:25])[cH:20][cH:21][cH:22]2)[C:11]([C:14](=[O:15])[OH:16])=[C:12]1[CH3:13].[CH3:31][C:32](=[O:33])[CH3:34].[Cl:41][CH2:42][Cl:43].[ClH:40].[OH2:44]>>[NH:7]1[C:8]([CH3:30])=[C:9]([C:26](=[O:27])[O:28][CH3:29])[CH:10]([c:17]2[cH:18][c:19]([N+:23](=[O:24])[O-:25])[cH:20][cH:21][cH:22]2)[C:11]([C:14](=[O:15])[OH:16])=[C:12]1[CH3:13]. The reactants are ClCCC[SiH2]C=C(C)C (3-chloropropyldimethylvinylsilane), C(C)(=O)[O-].[Na+] (sodium acetate). Solvent: CN(C)C=O (N,N′-dimethylformamide). Conditions: temperature 120 celsius. Yields the product C(C)(=O)OCCC[SiH2]C=C(C)C (3-acetoxypropyldimethylvinylsilane). Isolated yield 75.0%. Reaction SMILES: Cl[CH2:2][CH2:3][CH2:4][SiH2:5][CH:6]=[C:7]([CH3:9])[CH3:8].[C:10]([O-:13])(=[O:12])[CH3:11].[Na+]>CN(C=O)C>[C:10]([O:13][CH2:2][CH2:3][CH2:4][SiH2:5][CH:6]=[C:7]([CH3:9])[CH3:8])(=[O:12])[CH3:11] |f:1.2|. Procedure: As shown in the Reaction Scheme 8, a mixture of 3-chloropropyldimethylvinylsilane (1.0 g, 6.15 mmol) and sodium acetate (1.01 g, 12.3 mmol) was dissolved in 17 mL of N,N′-dimethylformamide (DMF), and the resulting solution was heated at 120° C. for 12 hours. After the reaction, the organic layer was extracted with distilled water and ether. After evaporating the solvent, the resulting residue was purified by column chromatography (n-Hex:EA=10:1, Rf=0.36) to give 859 mg (75% yield) of pure 3-acet... Reactants: C1(CC1)C=1NC2=CC=C(C=C2C1)OC (2-cyclopropyl-5-methoxy-1H-indole), solution, C(CCC)[Li] (n-butyl lithum), solution, BrCC(=O)OC (methyl 2-bromoacetate). Reagents/catalysts: [Cl-].[Cl-].[Zn+2] (ZnCl2). Solvent: CCCCCC (hexane), CCOCC (ether). Yields the product COC(CC1=C(NC2=CC=C(C=C12)OC)C1CC1)=O (2-cyclopropyl-5-methoxy-1H-indole-3-acetic acid methyl ester). RXN SMILES: [CH:1]1([C:4]2[NH:5][C:6]3[C:11]([CH:12]=2)=[CH:10][C:9]([O:13][CH3:14])=[CH:8][CH:7]=3)[CH2:3][CH2:2]1.C([Li])CCC.Br[CH2:21][C:22]([O:24][CH3:25])=[O:23]>CCCCCC.CCOCC.[Cl-].[Cl-].[Zn+2]>[CH3:25][O:24][C:22](=[O:23])[CH2:21][C:12]1[C:11]2[C:6](=[CH:7][CH:8]=[C:9]([O:13][CH3:14])[CH:10]=2)[NH:5][C:4]=1[CH:1]1[CH2:3][CH2:2]1 |f:5.6.7|. Procedure: As in Example 1, Part C, 4.46 g (0.024 mole) of 2-cyclopropyl-5-methoxy-1H-indole was treated with 15 mL (0.024 mol) of a 1.6M solution of n-butyl lithum in hexane, 24 ml (0.024 mol) of a 1M solution of ZnCl2 in ether, and 12.27 mL (0.024 mol) of methyl 2-bromoacetate to give after chromatography on silica gel (5% EtOAc/toluene→15% EtOAc/toluene) 3.81 g (61%) of 2-cyclopropyl-5-methoxy-1H-indole-3-acetic acid methyl ester as an oil. Starting materials: O=C([O-])O, [Na+], O, O=[N+]([O-])O, c1cnc2[nH]ccc2c1. The product is O=[N+]([O-])c1c[nH]c2ncccc12. Reaction SMILES: [C:14](=[O:15])([OH:16])[O-:17].[Na+:18].[OH2:19].[OH:10][N+:11]([O-:12])=[O:13].[nH:1]1[cH:2][cH:3][c:4]2[c:5]1[n:6][cH:7][cH:8][cH:9]2>>[nH:1]1[cH:2][c:3]([N+:11](=[O:10])[O-:12])[c:4]2[c:5]1[n:6][cH:7][cH:8][cH:9]2. Starting materials: NCC1=NN=C(O1)C1=CC=C(C=C1)C1=CC(=CC=C1C)C(=O)NC1CC1 (4′-[5-(aminomethyl)-1,3,4-oxadiazol-2-yl]-N-cyclopropyl-6-methyl-1,1′-biphenyl-3-carboxamide), C1(=CC=CC=C1)CS(=O)(=O)Cl (α-toluenesulphonyl chloride), C1(=CC=CC=C1)CS(=O)(=O)Cl (α-toluenesulphonyl chloride). The solvent is N1=CC=CC=C1 (pyridine), N1=CC=CC=C1 (pyridine), C(Cl)Cl (DCM). Run at time 72 hour. Product: C(C1=CC=CC=C1)S(=O)(=O)NCC1=NN=C(O1)C1=CC=C(C=C1)C1=CC(=CC=C1C)C(=O)NC1CC1 (4′-(5-{[(Benzylsulfonyl)amino]methyl}-1,3,4-oxadiazol-2-yl)-N-cyclopropyl-6-methyl-1,1′-biphenyl-3-carboxamide). As a reaction SMILES: [NH2:1][CH2:2][C:3]1[O:7][C:6]([C:8]2[CH:13]=[CH:12][C:11]([C:14]3[C:19]([CH3:20])=[CH:18][CH:17]=[C:16]([C:21]([NH:23][CH:24]4[CH2:26][CH2:25]4)=[O:22])[CH:15]=3)=[CH:10][CH:9]=2)=[N:5][N:4]=1.[C:27]1([CH2:33][S:34](Cl)(=[O:36])=[O:35])[CH:32]=[CH:31][CH:30]=[CH:29][CH:28]=1>N1C=CC=CC=1.C(Cl)Cl>[CH2:33]([S:34]([NH:1][CH2:2][C:3]1[O:7][C:6]([C:8]2[CH:9]=[CH:10][C:11]([C:14]3[C:19]([CH3:20])=[CH:18][CH:17]=[C:16]([C:21]([NH:23][CH:24]4[CH2:26][CH2:25]4)=[O:22])[CH:15]=3)=[CH:12][CH:13]=2)=[N:5][N:4]=1)(=[O:36])=[O:35])[C:27]1[CH:32]=[CH:31][CH:30]=[CH:29][CH:28]=1. Procedure details: 4′-[5-(Aminomethyl)-1,3,4-oxadiazol-2-yl]-N-cyclopropyl-6-methyl-1,1′-biphenyl-3-carboxamide (Example 53) (30 mg) was mixed with α-toluenesulphonyl chloride (33 mg) in pyridine (6 ml) at 0° C. and the reaction stirred at room temperature for 72 hours. Further α-toluenesulphonyl chloride (66 mg) in pyridine (3 ml) was added and stirring continued for 18 hours. The reaction was diluted with DCM and washed with hydrochloric acid (2N, 4×5 ml) and then water (5 ml). The organic phase was reduced to d... The reactants are C(C)(C)(C)OC(=O)NC(CC(=O)O)(C)C (3-t-butoxycarbonylamino-3-methylbutanoic acid), NC1C(NC2=C(CC1)C=CC(=C2)F)=O (3-Amino-8-fluoro-2,3,4,5-tetrahydro-1H-1-benzazepin-2-one), C20H28FN3O4. Yields the product C(C)(C)(C)OC(=O)NC(CC(=O)NC1C(NC2=C(CC1)C=CC(=C2)F)=O)(C)C (3-t-Butoxycarbonylamino-3-methyl-N-[8-fluoro-2,3,4,5-tetrahydro-2-oxo-1H-1-benzazepin -3-yl]-butanamide). RXN SMILES: [C:1]([O:5][C:6]([NH:8][C:9]([CH3:15])([CH3:14])[CH2:10][C:11]([OH:13])=O)=[O:7])([CH3:4])([CH3:3])[CH3:2].[NH2:16][CH:17]1[CH2:23][CH2:22][C:21]2[CH:24]=[CH:25][C:26]([F:28])=[CH:27][C:20]=2[NH:19][C:18]1=[O:29]>>[C:1]([O:5][C:6]([NH:8][C:9]([CH3:15])([CH3:14])[CH2:10][C:11]([NH:16][CH:17]1[CH2:23][CH2:22][C:21]2[CH:24]=[CH:25][C:26]([F:28])=[CH:27][C:20]=2[NH:19][C:18]1=[O:29])=[O:13])=[O:7])([CH3:2])([CH3:3])[CH3:4]. Procedure details: Prepared from 3-t-butoxycarbonylamino-3-methylbutanoic acid (Example 31, Step E) and the amine obtained in Step E by the procedure described in Example 1, Step F. 1H NMR (300MHz, CDCl3): 1.35 (s,6H), 1.41 (s,9H), 1.93 (m,1H), 2.4-2.9 (m,5H), 4.54 (m,1H), 5.19 (br s,1H), 6.73 (m,2H), 6.88 (dt;2,8Hz;1H), 7.19 (dd;6,8Hz;1H), 8.07 (m,1H). FAB-MS: calculated for C20H28FN3O4 393; found 394 (M+H,56%). The reactants are COC=1C=C(C(=O)Cl)C=C(C1OC)OC (3,4,5-trimethoxybenzoyl chloride), NC1=C2CCN(CC2=CC=C1)C (5-Amino-2-methyl-1,2,3,4-tetrahydroisoquinoline), C([O-])(O)=O.[K+] (potassium bicarbonate). Solvent: C1=CC=CC=C1 (benzene). The product is COC=1C=C(C(=O)NC2=C3CCN(CC3=CC=C2)C)C=C(C1OC)OC (5-(3,4,5-Trimethoxybenzamido)-2-methyl-1,2,3,4-tetrahydroisoquinoline). Isolated yield 52.3%. As a reaction SMILES: [NH2:1][C:2]1[CH:11]=[CH:10][CH:9]=[C:8]2[C:3]=1[CH2:4][CH2:5][N:6]([CH3:12])[CH2:7]2.[CH3:13][O:14][C:15]1[CH:16]=[C:17]([CH:21]=[C:22]([O:26][CH3:27])[C:23]=1[O:24][CH3:25])[C:18](Cl)=[O:19].C(=O)(O)[O-].[K+]>C1C=CC=CC=1>[CH3:27][O:26][C:22]1[CH:21]=[C:17]([CH:16]=[C:15]([O:14][CH3:13])[C:23]=1[O:24][CH3:25])[C:18]([NH:1][C:2]1[CH:11]=[CH:10][CH:9]=[C:8]2[C:3]=1[CH2:4][CH2:5][N:6]([CH3:12])[CH2:7]2)=[O:19] |f:2.3|. Procedure: 5-Amino-2-methyl-1,2,3,4-tetrahydroisoquinoline (3.76 g) was dissolved in anhydrous benzene (100 ml) and treated with 3,4,5-trimethoxybenzoyl chloride (5 g) under reflux for 16 hours in the presence of 0.25 g of anhydrous potassium bicarbonate. The precipitated solid was filtered and washed with sodium carbonate solution. The solid was recrystallized from benzene to yield 4.04 g of fine needles; mp 142.8-143.1° C.